From a dataset of the Open Reaction Database (ORD), a public repository of structured organic reaction records. describe an organic reaction: reactants, conditions, products, and yield Reactants: C, CC(=O)OC(C)=O, CC(=O)O, CCOC(=O)c1sc(SC(C)C)c2c1CCC(N=[N+]=[N-])C2=O, [Pd]. Product: CCOC(=O)c1sc(SC(C)C)c2c1CCC(NC(C)=O)C2=O. Reaction SMILES: [C:30].[CH3:23][C:24](=[O:25])[O:26][C:27](=[O:28])[CH3:29].[CH3:32][C:33](=[O:34])[OH:35].[N:1](=[N+:2]=[N-:3])[CH:4]1[C:5](=[O:22])[c:6]2[c:7]([c:8]([C:15](=[O:16])[O:17][CH2:18][CH3:19])[s:9][c:10]2[S:11][CH:12]([CH3:13])[CH3:14])[CH2:20][CH2:21]1.[Pd:31]>>[NH:1]([CH:4]1[C:5](=[O:22])[c:6]2[c:7]([c:8]([C:15](=[O:16])[O:17][CH2:18][CH3:19])[s:9][c:10]2[S:11][CH:12]([CH3:13])[CH3:14])[CH2:20][CH2:21]1)[C:24]([CH3:23])=[O:25]. The solvent is CO (methyl alcohol). Starting materials: C(C=C)C1=NN=C(S1)N1C(N(CCC1O)CCl)=O (Tetrahydro-1-(5-allyl-1,3,4-thiadiazol-2-yl)-3-chloromethyl-6-hydroxy-2(1H)-pyrimidinone), C=1(C(=CC=CC1)S(=O)(=O)O)C (toluenesulfonic acid), alcohol. RXN SMILES: [CH2:1]([C:4]1[S:8][C:7]([N:9]2[CH:14]([OH:15])[CH2:13][CH2:12][N:11]([CH2:16][Cl:17])[C:10]2=[O:18])=[N:6][N:5]=1)[CH:2]=[CH2:3].[C:19]1(C)C(S(O)(=O)=O)=CC=CC=1>CO>[CH2:1]([C:4]1[S:8][C:7]([N:9]2[CH:14]([O:15][CH3:19])[CH2:13][CH2:12][N:11]([CH2:16][Cl:17])[C:10]2=[O:18])=[N:6][N:5]=1)[CH:2]=[CH2:3]. Procedure: Tetrahydro-1-(5-allyl-1,3,4-thiadiazol-2-yl)-3-chloromethyl-6-hydroxy-2(1H)-pyrimidinone (7 grams), methyl alcohol (50 ml) and toluenesulfonic acid (0.2 grams) are charged into a glass reaction vessel equipped with a mechanical stirrer, thermometer and reflux condenser. The reaction mixture is then heated at reflux for a period of about 24 hours. After this time the mixture is stripped of unreacted alcohol under reduced pressure to yield a solid product. This product is then recrystallized to yi... Product: C(C=C)C1=NN=C(S1)N1C(N(CCC1OC)CCl)=O (tetrahydro-1-(5-allyl-1,3,4-thiadiazol-2-yl)-3-chloromethyl-6-methoxy-2(1H)-pyrimidinone). Starting materials: C1(CCC2=CC=CC=C12)=O (1-indanone), BrC/C=C/C(=O)OC (methyl 4-bromo-crotonate), II (iodine), Cl (hydrochloric acid), C1(CCC2=CC=CC=C12)C=CCCO (4-(1-indanyl)-but-3-en-1-ol). Reagents/catalysts: [Pd] (palladium on charcoal), [Zn] (zinc). Solvent: O1CCCC1 (tetrahydrofuran), CO (methanol), [H][H] (hydrogen), ClCCl.CCOCC (dichloromethane ether), O1CCCC1 (tetrahydrofuran). Reaction conditions: time 30 minute. Product: C1(CCC2=CC=CC=C12)CCCCO (4-(1 -indanyl)-1-butanol). Isolated yield 98.9%. RXN SMILES: II.C1(=O)C2C(=CC=CC=2)CC1.BrC/C=C/C(OC)=O.Cl.[CH:22]1([CH:31]=[CH:32][CH2:33][CH2:34][OH:35])[C:30]2[C:25](=[CH:26][CH:27]=[CH:28][CH:29]=2)[CH2:24][CH2:23]1>O1CCCC1.CO.[H][H].[Pd].[Zn].ClCCl.CCOCC>[CH:22]1([CH2:31][CH2:32][CH2:33][CH2:34][OH:35])[C:30]2[C:25](=[CH:26][CH:27]=[CH:28][CH:29]=2)[CH2:24][CH2:23]1 |f:10.11|. Procedure: A suspension of activated zinc (40 g) in dry tetrahydrofuran (150 ml) was heated to reflux and a few crystals of iodine was added. A solution of 1-indanone (50 g) and methyl 4-bromo-crotonate (100 g) in 400 ml of dry tetrahydrofuran was added dropwise followed by reflux for 1 h. After cooling, ice was added and the pH adjusted to 1 with concentrated hydrochloric acid followed by extraction with dichloromethane. Concentration of the organic phase left a viscous oil which was dissolved in methanol...